Dataset: the Open Reaction Database (ORD), a public repository of structured organic reaction records. Task: describe an organic reaction: reactants, conditions, products, and yield As a reaction SMILES: [F:1][CH:2]([F:8])[C:3]([O:5][CH2:6][CH3:7])=[O:4].C(O)[C:10]1[CH:15]=[CH:14]C=[CH:12][CH:11]=1.B(F)(F)F.CCOCC>>[F:1][CH:2]([F:8])[C:3]([O:5][CH2:6][C:7]1[CH:14]=[CH:15][CH:10]=[CH:11][CH:12]=1)=[O:4] |f:2.3|. The product is FC(C(=O)OCC1=CC=CC=C1)F (benzyl 2,2-difluoroacetate). Reactants: FC(C(=O)OCC)F (ethyl 2,2-difluoroacetate), C(C1=CC=CC=C1)O (benzyl alcohol), B(F)(F)F.CCOCC (boron trifluoride etherate). Run at temperature 75 celsius, time 8 hour. Procedure: To a dried round bottom flask was added ethyl 2,2-difluoroacetate (25 g, 0.20 mol), benzyl alcohol (62.6 mL, 0.60 mol) and boron trifluoride etherate (2.5 mL, 0.02 mmol) under nitrogen atmosphere. The reaction mixture was stirred at 75° C. overnight. The mixture was quenched with saturated aqueous NaHCO3, and then diluted with EtOAc. The organic phase was washed with brine, dried over Na2SO4, filtered and concentrated and purified by flash column chromatography (silica gel, 0 to 10% ethyl acetat... Starting materials: C(CC1=CC=CC=C1)Br (phenethyl bromide), C(C)(=O)NC1=CC=NC=C1 (4-acetamidopyridine), CCOCC (ether). Solvent: C(C)O (ethanol). Conditions: time 8 hour. The product is [Br-].C(CC1=CC=CC=C1)[N+]1=CC=C(C=C1)NC(C)=O (1-phenethyl-4-acetamidopyridinium bromide). Reaction SMILES: [CH2:1]([Br:9])[CH2:2][C:3]1[CH:8]=[CH:7][CH:6]=[CH:5][CH:4]=1.[C:10]([NH:13][C:14]1[CH:19]=[CH:18][N:17]=[CH:16][CH:15]=1)(=[O:12])[CH3:11].CCOCC>C(O)C>[Br-:9].[CH2:1]([N+:17]1[CH:18]=[CH:19][C:14]([NH:13][C:10](=[O:12])[CH3:11])=[CH:15][CH:16]=1)[CH2:2][C:3]1[CH:8]=[CH:7][CH:6]=[CH:5][CH:4]=1 |f:4.5|. Procedure details: A solution of phenethyl bromide and 4-acetamidopyridine in absolute ethanol was heated under reflux, cooled, treated with ether and allowed to stand overnight to give 1-phenethyl-4-acetamidopyridinium bromide. The reactants are C#CCC1CN(Cc2ccccc2)CC(C)C1=O, CO. The product is CC(=O)CC1CN(Cc2ccccc2)CC(C)C1=O. RXN SMILES: [CH2:1]([c:2]1[cH:3][cH:4][cH:5][cH:6][cH:7]1)[N:8]1[CH2:9][CH:10]([CH3:18])[C:11](=[O:17])[CH:12]([CH2:14][C:15]#[CH:16])[CH2:13]1.[CH3:19][OH:20]>>[CH2:1]([c:2]1[cH:3][cH:4][cH:5][cH:6][cH:7]1)[N:8]1[CH2:9][CH:10]([CH3:18])[C:11](=[O:17])[CH:12]([CH2:14][C:15]([CH3:16])=[O:20])[CH2:13]1. Reactants: COC(=O)C=Cc1ccc(Oc2ccc(C(NC(=O)OC(C)(C)C)C(=O)O)cc2)cc1, CO, [H][H]. The product is COC(=O)CCc1ccc(Oc2ccc(C(NC(=O)OC(C)(C)C)C(=O)O)cc2)cc1. Reaction SMILES: [CH3:1][O:2][C:3]([CH:4]=[CH:5][c:6]1[cH:7][cH:8][c:9]([O:12][c:13]2[cH:14][cH:15][c:16]([CH:19]([C:20](=[O:21])[OH:22])[NH:23][C:24](=[O:25])[O:26][C:27]([CH3:28])([CH3:29])[CH3:30])[cH:17][cH:18]2)[cH:10][cH:11]1)=[O:31].[CH3:34][OH:35].[H:32][H:33]>>[CH3:1][O:2][C:3]([CH2:4][CH2:5][c:6]1[cH:7][cH:8][c:9]([O:12][c:13]2[cH:14][cH:15][c:16]([CH:19]([C:20](=[O:21])[OH:22])[NH:23][C:24](=[O:25])[O:26][C:27]([CH3:28])([CH3:29])[CH3:30])[cH:17][cH:18]2)[cH:10][cH:11]1)=[O:31]. Procedure: 14.6 g (50 mmol) of 4benzyl-1-cyano-4-azatricyclo[5.2.2.02,6 ]undec-8-ene-3,5-dione are reduced with 5 g of LiAlH4 as described under Z 1-B and the mixture is worked up accordingly. The product is NCC12C3CN(CC3C(C=C1)CC2)CC2=CC=CC=C2 (1-Aminomethyl-4-benzyl-4-azatricyclo[5.2.2.02,6 ]undec-8-ene). Reactants: C(C1=CC=CC=C1)N1C(C2C3(C=CC(C2C1=O)CC3)C#N)=O (4benzyl-1-cyano-4-azatricyclo[5.2.2.02,6 ]undec-8-ene-3,5-dione), [H-].[H-].[H-].[H-].[Li+].[Al+3] (LiAlH4), 1-B. As a reaction SMILES: [CH2:1]([N:8]1[C:16](=O)[CH:15]2[CH:10]([C:11]3([C:20]#[N:21])[CH2:19][CH2:18][CH:14]2[CH:13]=[CH:12]3)[C:9]1=O)[C:2]1[CH:7]=[CH:6][CH:5]=[CH:4][CH:3]=1.[H-].[H-].[H-].[H-].[Li+].[Al+3]>>[NH2:21][CH2:20][C:11]12[CH2:19][CH2:18][CH:14]([CH:13]=[CH:12]1)[CH:15]1[CH:10]2[CH2:9][N:8]([CH2:1][C:2]2[CH:3]=[CH:4][CH:5]=[CH:6][CH:7]=2)[CH2:16]1 |f:1.2.3.4.5.6|. Starting materials: CC(Cl)C(=O)Cl, ClCCl, O, CC(=O)OC1COCC1O, c1ccncc1. Product: CC(=O)OC1COCC1OC(=O)C(C)Cl. Reaction SMILES: [Cl:1][CH:2]([C:3](=[O:4])[Cl:5])[CH3:6].[Cl:23][CH2:24][Cl:25].[OH2:26].[OH:7][CH:8]1[CH2:9][O:10][CH2:11][CH:12]1[O:13][C:14](=[O:15])[CH3:16].[cH:17]1[cH:18][cH:19][n:20][cH:21][cH:22]1>>[Cl:1][CH:2]([C:3](=[O:4])[O:7][CH:8]1[CH2:9][O:10][CH2:11][CH:12]1[O:13][C:14](=[O:15])[CH3:16])[CH3:6]. The reactants are stainless steel, ice water, S(=O)(=O)([O-])[O-].[Ca+2] (calcium sulfate), FC(=C(C(OC(C(C(OC1=C(C(=C(C(=C1F)F)F)F)F)(F)F)(F)F)(F)F)(F)F)F)F (perfluoro(7-phenoxy-4-oxa-1-heptene)), O=O (oxygen). The solvent is C(F)(Cl)(Cl)C(F)(F)Cl (CFCl2CF2Cl). Product: FC1(C(C(OC(C(C(OC2=C(C(=C(C(=C2F)F)F)F)F)(F)F)(F)F)(F)F)(F)F)(O1)F)F (perfluoro(7-phenoxy-1,2-epoxy-4-oxaheptane)). Isolated yield 31.0%. Reaction SMILES: [F:1][C:2]([F:30])=[C:3]([F:29])[C:4]([F:28])([F:27])[O:5][C:6]([F:26])([F:25])[C:7]([F:24])([F:23])[C:8]([F:22])([F:21])[O:9][C:10]1[C:15]([F:16])=[C:14]([F:17])[C:13]([F:18])=[C:12]([F:19])[C:11]=1[F:20].O=O.S([O-])([O-])(=O)=[O:34].[Ca+2]>C(C(Cl)(F)F)(Cl)(Cl)F>[F:30][C:2]1([F:1])[O:34][C:3]1([F:29])[C:4]([F:27])([F:28])[O:5][C:6]([F:26])([F:25])[C:7]([F:23])([F:24])[C:8]([F:21])([F:22])[O:9][C:10]1[C:11]([F:20])=[C:12]([F:19])[C:13]([F:18])=[C:14]([F:17])[C:15]=1[F:16] |f:2.3|. Procedure details: A 100-ml metal tube lined with stainless steel and charged with 105.3 g (0.22 mol) of perfluoro(7-phenoxy-4-oxa-1-heptene) was heated at 140° while oxygen was pressured in intermittently until no pressure drop was observed. The liquid product mixture was fractionated to afford 78.5 g of distillate, bp 37°-70° (3 min). The distillate was shaken with 1 liter of ice water, and then 25 ml of CFCl2CF2Cl and some calcium sulfate were added to hasten separation. The lower layer was dried over calcium s...